Dataset: the Open Reaction Database (ORD), a public repository of structured organic reaction records. Task: describe an organic reaction: reactants, conditions, products, and yield The reactants are C(C)OC(C(CC)OC1=CC=C(C=C1)OCCC=1N=C(OC1C)C1=CC=CC=C1)=O (2-{4-[2-(5-methyl-2-phenyloxazol-4-yl)ethoxy]phenoxy}butyric acid ethyl ester), [OH-].[Na+] (NaOH). Solvent: C(C)O (ethanol), C1CCOC1 (THF). Reaction conditions: temperature 55 celsius, time 1 hour. The product is CC1=C(N=C(O1)C1=CC=CC=C1)CCOC1=CC=C(OC(C(=O)O)CC)C=C1 (2-{4-[2-(5-Methyl-2-phenyloxazol-4-yl)ethoxy]phenoxy}butyric acid). Isolated yield 76.7%. As a reaction SMILES: C([O:3][C:4](=[O:30])[CH:5]([O:8][C:9]1[CH:14]=[CH:13][C:12]([O:15][CH2:16][CH2:17][C:18]2[N:19]=[C:20]([C:24]3[CH:29]=[CH:28][CH:27]=[CH:26][CH:25]=3)[O:21][C:22]=2[CH3:23])=[CH:11][CH:10]=1)[CH2:6][CH3:7])C.[OH-].[Na+]>C(O)C.C1COCC1>[CH3:23][C:22]1[O:21][C:20]([C:24]2[CH:25]=[CH:26][CH:27]=[CH:28][CH:29]=2)=[N:19][C:18]=1[CH2:17][CH2:16][O:15][C:12]1[CH:11]=[CH:10][C:9]([O:8][CH:5]([CH2:6][CH3:7])[C:4]([OH:30])=[O:3])=[CH:14][CH:13]=1 |f:1.2|. Procedure details: Under N2, a solution of 2-{4-[2-(5-methyl-2-phenyloxazol-4-yl)ethoxy]phenoxy}butyric acid ethyl ester (216 mg, 0.53 mmol) in ethanol (2.5 mL) and THF (2.5 mL) was treated with 2.0 N NaOH (2.0 mL). The reaction mixture was stirred at 55° C. for 1 h and concentrated in vacuo. The resulting slurry was suspended in ethyl acetate, acidified to pH 1 with 1N HCl, and partitioned. The organic layer was washed with brine, dried (Na2SO4), and concentrated in vacuo to give a white solid (155 mg, 77%): 1H N... Starting materials: Cl (hydrogen chloride), [Si](C)(C)(C(C)(C)C)OCC1CN(CCN1CC(CC#N)N1N=CC(=C1)C=1C2=C(N=CN1)N(C=C2)COCC[Si](C)(C)C)C(=O)OC(C)(C)C (tert-butyl 3-({[tert-butyl(dimethyl)silyl]oxy}methyl)-4-{3-cyano-2-[4-(7-{[2-(trimethylsilyl)ethoxy]methyl}-7H-pyrrolo[2,3-d]pyrimidin-4-yl)-1H-pyrazol-1-yl]propyl}piperazine-1-carboxylate). Run in O1CCOCC1 (p-dioxane), O1CCOCC1 (1,4-dioxane). Conditions: time 80 minute. The product is Cl.OCC1N(CCNC1)CC(CC#N)N1N=CC(=C1)C=1C2=C(N=CN1)N(C=C2)COCC[Si](C)(C)C (4-[2-(hydroxymethyl)piperazin-1-yl]-3-[4-(7-{[2-(trimethylsilyl)ethoxy]methyl}-7H-pyrrolo[2,3-d]pyrimidin-4-yl)-1H-pyrazol-1-yl]butanenitrile hydrochloric acid Salt). RXN SMILES: [ClH:1].[Si]([O:9][CH2:10][CH:11]1[N:16]([CH2:17][CH:18]([N:22]2[CH:26]=[C:25]([C:27]3[C:28]4[CH:35]=[CH:34][N:33]([CH2:36][O:37][CH2:38][CH2:39][Si:40]([CH3:43])([CH3:42])[CH3:41])[C:29]=4[N:30]=[CH:31][N:32]=3)[CH:24]=[N:23]2)[CH2:19][C:20]#[N:21])[CH2:15][CH2:14][N:13](C(OC(C)(C)C)=O)[CH2:12]1)(C(C)(C)C)(C)C>O1CCOCC1>[ClH:1].[OH:9][CH2:10][CH:11]1[CH2:12][NH:13][CH2:14][CH2:15][N:16]1[CH2:17][CH:18]([N:22]1[CH:26]=[C:25]([C:27]2[C:28]3[CH:35]=[CH:34][N:33]([CH2:36][O:37][CH2:38][CH2:39][Si:40]([CH3:41])([CH3:43])[CH3:42])[C:29]=3[N:30]=[CH:31][N:32]=2)[CH:24]=[N:23]1)[CH2:19][C:20]#[N:21] |f:3.4|. Procedure details: 4.0 M of hydrogen chloride in p-dioxane (1.6 mL, 6.4 mmol) was added to a solution of tert-butyl 3-({[tert-butyl(dimethyl)silyl]oxy}methyl)-4-{3-cyano-2-[4-(7-{[2-(trimethylsilyl)ethoxy]methyl}-7H-pyrrolo[2,3-d]pyrimidin-4-yl)-1H-pyrazol-1-yl]propyl}piperazine-1-carboxylate (0.32 g, 0.45 mmol, a mixture of diastereomers from Step 3) in 1,4-dioxane (2 mL). After stirring for 80 min, solvent was removed from the mixture in vacuo to afford the product as a light yellow solid, which was used without...